This data is from the Open Reaction Database (ORD), a public repository of structured organic reaction records. The task is: describe an organic reaction: reactants, conditions, products, and yield Reactants: CNC1=CC=C(C(=O)N[C@@H](CCC(=O)OCC)C(=O)OCC)C=C1 (Diethyl N-(4-(methylamino)benzoyl)-L-glutamate), O=C1N(C=NC2=CC=C(C=C12)CN(C1=CC=C(C(=O)N[C@@H](CCC(=O)OCC)C(=O)OCC)C=C1)CC#C)COC(C(C)(C)C)=O (Diethyl N-(4-(N-((3,4-dihydro-4-oxo-3-((pivaloyl)oxy) methyl-6-quinazolinyl)methyl)prop-2-ynylamino)benzoyl)-L-glutamate). The product is O=C1N(C=NC2=CC=C(C=C12)CN(C1=CC=C(C(=O)N[C@@H](CCC(=O)OCC)C(=O)OCC)C=C1)C)COC(C(C)(C)C)=O (Diethyl N-(4-(N-((3,4-dihydro-4-oxo-3 -((pivaloyl)oxy) methyl-6-quinazolinyl)methyl)methylamino)benzoyl)-L-glutamate). Reaction SMILES: CNC1C=CC(C(N[C@H](C(OCC)=O)CCC(OCC)=O)=O)=CC=1.[O:25]=[C:26]1[C:35]2[C:30](=[CH:31][CH:32]=[C:33]([CH2:36][N:37]([CH2:60]C#C)[C:38]3[CH:59]=[CH:58][C:41]([C:42]([NH:44][C@H:45]([C:53]([O:55][CH2:56][CH3:57])=[O:54])[CH2:46][CH2:47][C:48]([O:50][CH2:51][CH3:52])=[O:49])=[O:43])=[CH:40][CH:39]=3)[CH:34]=2)[N:29]=[CH:28][N:27]1[CH2:63][O:64][C:65](=[O:70])[C:66]([CH3:69])([CH3:68])[CH3:67]>>[O:25]=[C:26]1[C:35]2[C:30](=[CH:31][CH:32]=[C:33]([CH2:36][N:37]([CH3:60])[C:38]3[CH:59]=[CH:58][C:41]([C:42]([NH:44][C@H:45]([C:53]([O:55][CH2:56][CH3:57])=[O:54])[CH2:46][CH2:47][C:48]([O:50][CH2:51][CH3:52])=[O:49])=[O:43])=[CH:40][CH:39]=3)[CH:34]=2)[N:29]=[CH:28][N:27]1[CH2:63][O:64][C:65](=[O:70])[C:66]([CH3:67])([CH3:69])[CH3:68]. Procedure: This compound was prepared from compound (11) in a manner similar to that described for the preparation of compound (5) using the reagent quantities and conditions set out in Table A. The reactants are C1CCOC1, [H-], [Na+], CC(=O)c1ccc2c(c1)OCCO2, O, CCOC(=O)c1ccccn1. Product: O=C(CC(=O)c1ccccn1)c1ccc2c(c1)OCCO2. RXN SMILES: [CH2:28]1[O:29][CH2:30][CH2:31][CH2:32]1.[H-:15].[Na+:14].[O:1]1[c:2]2[c:3]([cH:7][c:8]([C:11]([CH3:12])=[O:13])[cH:9][cH:10]2)[O:4][CH2:5][CH2:6]1.[OH2:27].[n:16]1[c:17]([C:22](=[O:23])[O:24][CH2:25][CH3:26])[cH:18][cH:19][cH:20][cH:21]1>>[O:1]1[c:2]2[c:3]([cH:7][c:8]([C:11]([CH2:12][C:22]([c:17]3[n:16][cH:21][cH:20][cH:19][cH:18]3)=[O:23])=[O:13])[cH:9][cH:10]2)[O:4][CH2:5][CH2:6]1. The reactants are FC1=CC=C2C(=CN(C2=C1)S(=O)(=O)C1=CC=CC=C1)C=1C=NN(C1)CC1CCNCC1 (6-fluoro-1-(phenylsulfonyl)-3-(1-(piperidin-4-ylmethyl)-1H-pyrazol-4-yl)-1H-indole), FC1=CC=C2C(=CN(C2=C1)S(=O)(=O)C1=CC=CC=C1)C=1C=NN(C1)CC1CCNCC1 (6-fluoro-1-(phenylsulfonyl)-3-(1-(piperidin-4-ylmethyl)-1H-pyrazol-4-yl)-1H-indole), COCCC(=O)O (3-methoxypropanoic acid). Yields the product FC1=CC=C2C(=CN(C2=C1)S(=O)(=O)C1=CC=CC=C1)C=1C=NN(C1)C1CCN(CC1)C(CCOC)=O (1-(4-(4-(6-fluoro-1-(phenylsulfonyl)-1H-indol-3-yl)-1H-pyrazol-1-yl)piperidin-1-yl)-3-methoxypropan-1-one). Yield: 279.2%. RXN SMILES: [F:1][C:2]1[CH:10]=[C:9]2[C:5]([C:6]([C:20]3[CH:21]=[N:22][N:23]([CH2:25]C4CCNCC4)[CH:24]=3)=[CH:7][N:8]2[S:11]([C:14]2[CH:19]=[CH:18][CH:17]=[CH:16][CH:15]=2)(=[O:13])=[O:12])=[CH:4][CH:3]=1.[CH3:32][O:33][CH2:34][CH2:35][C:36]([OH:38])=O>>[F:1][C:2]1[CH:10]=[C:9]2[C:5]([C:6]([C:20]3[CH:21]=[N:22][N:23]([CH:25]4[CH2:5][CH2:9][N:8]([C:36](=[O:38])[CH2:35][CH2:34][O:33][CH3:32])[CH2:7][CH2:6]4)[CH:24]=3)=[CH:7][N:8]2[S:11]([C:14]2[CH:19]=[CH:18][CH:17]=[CH:16][CH:15]=2)(=[O:13])=[O:12])=[CH:4][CH:3]=1. Procedure details: Following the general method as outlined in Example 83, starting from 6-fluoro-1-(phenylsulfonyl)-3-(1-(piperidin-4-ylmethyl)-1H-pyrazol-4-yl)-1H-indole (Intermediate 21; 382 mg; 0.87 mmol) and 3-methoxypropanoic acid (180 mg; 1.73 mmol), 620 mg of the title compound was obtained as a yellow oil after purification by a silica gel chromatography (EtOAc). Starting materials: C(CCCCCCC)OC1=CC=C(C=C1)C1=CC=C(C=C1)C(C)=O (4-n-Octyloxy-4'-acetylbiphenyl), C(=O)O (formic acid), OO (H2O2). Solvent: C1(=CC=CC=C1)C (toluene). The product is OC1=CC=C(C=C1)C1=CC=C(C=C1)OCCCCCCCC (4-hydroxy-4'-n-octyloxybiphenyl). The yield is 52.1%. As a reaction SMILES: [CH2:1]([O:9][C:10]1[CH:15]=[CH:14][C:13]([C:16]2[CH:21]=[CH:20][C:19](C(=O)C)=[CH:18][CH:17]=2)=[CH:12][CH:11]=1)[CH2:2][CH2:3][CH2:4][CH2:5][CH2:6][CH2:7][CH3:8].C(O)=[O:26].OO>C1(C)C=CC=CC=1>[OH:26][C:19]1[CH:20]=[CH:21][C:16]([C:13]2[CH:14]=[CH:15][C:10]([O:9][CH2:1][CH2:2][CH2:3][CH2:4][CH2:5][CH2:6][CH2:7][CH3:8])=[CH:11][CH:12]=2)=[CH:17][CH:18]=1. Reported procedure: 4-n-Octyloxy-4'-acetylbiphenyl (38.5 g, 0.119 mol), formic acid (23.8 g, 5.17 mols) and toluene (200 ml) were heated to 60° C., followed by dropwise adding a 35% H2O2 aqueous solution (160.7 g, 1.04 mol) over 1.5 hour while keeping the liquid temperature at 70°~75° C., thereafter heating at 60°~70° C. for 3 hours with stirring, cooling down to room temperature, extracting with toluene (1.5 l), washing with water till the washing water became neutral, drying, removing toluene, adding ethanol (200... Starting materials: C(C)(C)(C)C1CCC(CC1)C=1C=C(C=CC1)NC(CC1=CC(=C(C=C1)O)OC)=O (N-[3-(4-tert-butylcyclohexan-1-yl)phenyl]-4-hydroxy-3-methoxyphenylacetamide), BrCC(=O)OCC (ethyl bromoacetate), C([O-])([O-])=O.[K+].[K+] (potassium carbonate). Run in CC(=O)C (acetone). Product: C(C)(C)(C)C1CCC(CC1)C=1C=C(C=CC1)NC(CC1=CC(=C(C=C1)OCC(=O)OCC)OC)=O (N-[3-(4-tert-butylcyclohexan-1-yl)phenyl]-4-ethoxycarbonylmethyloxy 3-methoxyphenylacetamide). The yield is 75.8%. Reaction SMILES: [C:1]([CH:5]1[CH2:10][CH2:9][CH:8]([C:11]2[CH:12]=[C:13]([NH:17][C:18](=[O:29])[CH2:19][C:20]3[CH:25]=[CH:24][C:23]([OH:26])=[C:22]([O:27][CH3:28])[CH:21]=3)[CH:14]=[CH:15][CH:16]=2)[CH2:7][CH2:6]1)([CH3:4])([CH3:3])[CH3:2].Br[CH2:31][C:32]([O:34][CH2:35][CH3:36])=[O:33].C(=O)([O-])[O-].[K+].[K+]>CC(C)=O>[C:1]([CH:5]1[CH2:10][CH2:9][CH:8]([C:11]2[CH:12]=[C:13]([NH:17][C:18](=[O:29])[CH2:19][C:20]3[CH:25]=[CH:24][C:23]([O:26][CH2:31][C:32]([O:34][CH2:35][CH3:36])=[O:33])=[C:22]([O:27][CH3:28])[CH:21]=3)[CH:14]=[CH:15][CH:16]=2)[CH2:7][CH2:6]1)([CH3:4])([CH3:2])[CH3:3] |f:2.3.4|. Procedure details: N-[3-(4-tert-butylcyclohexan-1-yl)phenyl]-4-hydroxy-3-methoxyphenylacetamide (130 mg) and ethyl bromoacetate (84 mg) are dissolved in acetone, and thereto is added potassium carbonate (180 mg), and the reaction solution is heated under reflux for 18 hours. The reaction solution is filtered, and the filtrate is concentrated. The residue is purified by silica gel column chromatography (eluent: gradient from 0% to 100% hexane/ethyl acetate) to give N-[3-(4-tert-butylcyclohexan-1-yl)phenyl]-4-ethoxy... Reactants: BrC=1N=C2C(=NC1)NC=C2C(C(C)(C)C)=O (1-(2-bromo-5H-pyrrolo[2,3-b]pyrazin-7-yl)-2,2-dimethyl-propan-1-one), C(CC)OC=1C=C(C=CC1)B(O)O (3-propyloxybenzene boronic acid). Run in hexanes, CCOC(=O)C (EtOAc). Product: CC(C(=O)C1=CNC2=NC=C(N=C21)C2=CC(=CC=C2)OCCC)(C)C (2,2-Dimethyl-1-[2-(3-propoxy-phenyl)-5H-pyrrolo[2,3-b]pyrazin-7-yl]-propan-1-one), yellow solid. Yield: 38.0%. RXN SMILES: Br[C:2]1[N:3]=[C:4]2[C:10]([C:11](=[O:16])[C:12]([CH3:15])([CH3:14])[CH3:13])=[CH:9][NH:8][C:5]2=[N:6][CH:7]=1.[CH2:17]([O:20][C:21]1[CH:22]=[C:23](B(O)O)[CH:24]=[CH:25][CH:26]=1)[CH2:18][CH3:19]>CCOC(C)=O>[CH3:13][C:12]([CH3:15])([CH3:14])[C:11]([C:10]1[C:4]2[C:5](=[N:6][CH:7]=[C:2]([C:25]3[CH:24]=[CH:23][CH:22]=[C:21]([O:20][CH2:17][CH2:18][CH3:19])[CH:26]=3)[N:3]=2)[NH:8][CH:9]=1)=[O:16]. Reported procedure: 2,2-Dimethyl-1-[2-(3-propoxy-phenyl)-5H-pyrrolo[2,3-b]pyrazin-7-yl]-propan-1-one was prepared starting from 1-(2-bromo-5H-pyrrolo[2,3-b]pyrazin-7-yl)-2,2-dimethyl-propan-1-one and 3-propyloxybenzene boronic acid following general procedures as described in these Examples. Silica gel chromatography using 30-70% EtOAc in hexanes as eluant provided 56 mg (38%) of a yellow solid. MP 179-180° C., M+H=338. Starting materials: COC=1C=C(C=C(C1)OC)C(CCCCC#C[Si](C)(C)C)(C)O ([7-(3,5-dimethoxyphenyl)-7-hydroxy-1-octynyl]trimethylsilane), C(Cl)(Cl)(Cl)Cl (carbon tetrachloride). The product is ClC(CCCCC#C[Si](C)(C)C)(C)C1=CC(=CC(=C1)OC)OC ([7-chloro-7-(3,5-dimethoxyphenyl)-1-octynyl]trimethylsilane). As a reaction SMILES: [CH3:1][O:2][C:3]1[CH:4]=[C:5]([C:11](O)([CH3:22])[CH2:12][CH2:13][CH2:14][CH2:15][C:16]#[C:17][Si:18]([CH3:21])([CH3:20])[CH3:19])[CH:6]=[C:7]([O:9][CH3:10])[CH:8]=1.C(Cl)(Cl)(Cl)[Cl:25]>>[Cl:25][C:11]([C:5]1[CH:4]=[C:3]([O:2][CH3:1])[CH:8]=[C:7]([O:9][CH3:10])[CH:6]=1)([CH3:22])[CH2:12][CH2:13][CH2:14][CH2:15][C:16]#[C:17][Si:18]([CH3:21])([CH3:20])[CH3:19]. Procedure details: The above carbinol (1 equiv.) was dissolved in anhydrous carbon tetrachloride (0.5 M) and dry hydrogen chloride gas was bubbled through for 1 hour. The solution was transferred to a separatory funnel with the aid of more carbon tetrachloride, washed with water and 10% sodium bicarbonate solution. The organic phase was dried and rotary evaporated to afford an oil which was passed through a short silica gel column to give pure [7-chloro-7-(3,5-dimethoxyphenyl)-1-octynyl]trimethylsilane. The solvent is O (water). The reagents and catalysts are S(O)(O)(=O)=O (sulfuric acid). The product is C(C)(=O)NC1=C(C=C(C=C1)Cl)[N+](=O)[O-] (2-acetylamino-5-chloronitrobenzene). Reported procedure: To a mixture of 50 ml of acetic anhydride and two drops of sulfuric acid was added 34.5 grams of 4-chloro-2-nitroaniline in several portions. At the end of addition, the solution was heated at 50° C. for one hour and then allowed to cool. 300 ml of cold water was added to the solution to induce precipitation of crystals, which were removed by filtration and washed with water. There were obtained the crystals of 2-acetylamino-5-chloronitrobenzene in a yield of 41.8 grams. Conditions: temperature 50 celsius. The reactants are C(C)(=O)OC(C)=O (acetic anhydride), ClC1=CC(=C(N)C=C1)[N+](=O)[O-] (4-chloro-2-nitroaniline). Reaction SMILES: C(O[C:5](=[O:7])[CH3:6])(=O)C.[Cl:8][C:9]1[CH:15]=[CH:14][C:12]([NH2:13])=[C:11]([N+:16]([O-:18])=[O:17])[CH:10]=1>S(=O)(=O)(O)O.O>[C:5]([NH:13][C:12]1[CH:14]=[CH:15][C:9]([Cl:8])=[CH:10][C:11]=1[N+:16]([O-:18])=[O:17])(=[O:7])[CH3:6].